Dataset: the Open Reaction Database (ORD), a public repository of structured organic reaction records. Task: describe an organic reaction: reactants, conditions, products, and yield Starting materials: C(#N)C(=C(C#N)C#N)C#N (Tetracyanoethylene), ClC1=C(C(=CC(=C1)C(F)(F)F)Cl)NN (2,6-dichloro-4-trifluoromethylphenylhydrazine), C(C)(=O)[O-].[Na+] (sodium acetate). The solvent is C(C)(=O)O (acetic acid). Run at time 15 minute. The product is NC1=C(C(=NN1C1=C(C=C(C=C1Cl)C(F)(F)F)Cl)C#N)C#N (5-amino-1-(2,6-dichloro-4-trifluoromethylphenyl)-3,4-dicyanopyrazole). Isolated yield 48.7%. RXN SMILES: C([C:3]([C:9]#[N:10])=[C:4]([C:7]#[N:8])[C:5]#[N:6])#N.[Cl:11][C:12]1[CH:17]=[C:16]([C:18]([F:21])([F:20])[F:19])[CH:15]=[C:14]([Cl:22])[C:13]=1[NH:23][NH2:24].C([O-])(=O)C.[Na+]>C(O)(=O)C>[NH2:8][C:7]1[N:23]([C:13]2[C:14]([Cl:22])=[CH:15][C:16]([C:18]([F:19])([F:20])[F:21])=[CH:17][C:12]=2[Cl:11])[N:24]=[C:3]([C:9]#[N:10])[C:4]=1[C:5]#[N:6] |f:2.3|. Procedure: Tetracyanoethylene (1.9 g) and 2,6-dichloro-4-trifluoromethylphenylhydrazine (3.7 g) was added to a magnetically-stirred solution of sodium acetate (0.6 g) in glacial acetic acid (15 ml) at laboratory temperature. After stirring for 15 minutes, a colorless solid precipitated from the solution and stirring was continued overnight. The mixture was then filtered. The solid obtained was washed successively with acetic acid, water, aqueous sodium bicarbonate solution and water, to give 5-amino-1-(2,6... Reactants: CCOC(=O)N=NC(=O)OCC, CCCCCC1OC1C, C1CCOC1, CCCCCCCCCc1cnc(-c2ccc(O)cc2)nc1, c1ccc(P(c2ccccc2)c2ccccc2)cc1. Yields the product CCCCCCCCCc1cnc(-c2ccc(OCC3OC3CCCCC)cc2)nc1. RXN SMILES: [O:20]=[C:21]([O:22][CH2:23][CH3:24])[N:25]=[N:26][C:27]([O:28][CH2:29][CH3:30])=[O:31].[O:54]1[CH:55]([CH3:56])[CH:57]1[CH2:58][CH2:59][CH2:60][CH2:61][CH3:62].[O:63]1[CH2:64][CH2:65][CH2:66][CH2:67]1.[OH:32][c:33]1[cH:34][cH:35][c:36](-[c:39]2[n:40][cH:41][c:42]([CH2:45][CH2:46][CH2:47][CH2:48][CH2:49][CH2:50][CH2:51][CH2:52][CH3:53])[cH:43][n:44]2)[cH:37][cH:38]1.[c:1]1([P:2]([c:3]2[cH:4][cH:5][cH:6][cH:7][cH:8]2)[c:9]2[cH:10][cH:11][cH:12][cH:13][cH:14]2)[cH:15][cH:16][cH:17][cH:18][cH:19]1>>[O:32]([c:33]1[cH:34][cH:35][c:36](-[c:39]2[n:40][cH:41][c:42]([CH2:45][CH2:46][CH2:47][CH2:48][CH2:49][CH2:50][CH2:51][CH2:52][CH3:53])[cH:43][n:44]2)[cH:37][cH:38]1)[CH2:56][CH:55]1[O:54][CH:57]1[CH2:58][CH2:59][CH2:60][CH2:61][CH3:62]. Procedure: A solution of 4-bromobutyryl chloride (3.4 g) in ether (25 ml) was added to a mixture of 1,2,3,4-tetrahydroquinoline (6.8 g), ether (20 ml) and 10% aqueous sodium hydroxide (34 ml). The mixture was refluxed with stirring for 3 hours then the ethereal solution was washed with dilute hydrochloric acid, dried and evaporated to yield the title compound as an oil. The reactants are BrCCCC(=O)Cl (4-bromobutyryl chloride), N1CCCC2=CC=CC=C12 (1,2,3,4-tetrahydroquinoline), [OH-].[Na+] (sodium hydroxide). Run at time 3 hour. The product is BrCCCC(=O)N1CCCC2=CC=CC=C12 (1-(4-Bromobutanoyl)-1,2,3,4-tetrahydroquinoline). Run in CCOCC (ether), CCOCC (ether). RXN SMILES: [Br:1][CH2:2][CH2:3][CH2:4][C:5](Cl)=[O:6].[NH:8]1[C:17]2[C:12](=[CH:13][CH:14]=[CH:15][CH:16]=2)[CH2:11][CH2:10][CH2:9]1.[OH-].[Na+]>CCOCC>[Br:1][CH2:2][CH2:3][CH2:4][C:5]([N:8]1[C:17]2[C:12](=[CH:13][CH:14]=[CH:15][CH:16]=2)[CH2:11][CH2:10][CH2:9]1)=[O:6] |f:2.3|. Starting materials: COCCN1C(=O)C(Cl)=C(c2ccccc2)S1(=O)=O, CC(=O)c1cc2cc(N)ccc2o1, CN(C)C=O. Product: COCCN1C(=O)C(Nc2ccc3oc(C(C)=O)cc3c2)=C(c2ccccc2)S1(=O)=O. Reaction SMILES: [Cl:1][C:2]1=[C:6]([c:7]2[cH:8][cH:9][cH:10][cH:11][cH:12]2)[S:5](=[O:13])(=[O:14])[N:4]([CH2:15][CH2:16][O:17][CH3:18])[C:3]1=[O:19].[NH2:20][c:21]1[cH:22][cH:23][c:24]2[c:25]([cH:26][c:27]([C:29]([CH3:30])=[O:31])[o:28]2)[cH:32]1.[O:33]=[CH:34][N:35]([CH3:36])[CH3:37]>>[C:2]1([NH:20][c:21]2[cH:22][cH:23][c:24]3[c:25]([cH:26][c:27]([C:29]([CH3:30])=[O:31])[o:28]3)[cH:32]2)=[C:6]([c:7]2[cH:8][cH:9][cH:10][cH:11][cH:12]2)[S:5](=[O:13])(=[O:14])[N:4]([CH2:15][CH2:16][O:17][CH3:18])[C:3]1=[O:19]. Yields the product [Cl-], COc1ccccc1-c1cccc2cc(C(=O)NC3C[N+]4(C)CCC3CC4)oc12. Reactants: Cl, [H-], CI, COc1ccccc1-c1cccc2cc(C(=O)NC3CN4CCC3CC4)oc12, [Na+], CN(C)C=O, O. As a reaction SMILES: [ClH:3].[H-:1].[I:32][CH3:33].[N:4]12[CH2:5][CH:6]([NH:12][C:13](=[O:14])[c:15]3[o:16][c:17]4[c:18]([cH:19]3)[cH:20][cH:21][cH:22][c:23]4-[c:24]3[c:25]([O:30][CH3:31])[cH:26][cH:27][cH:28][cH:29]3)[CH:7]([CH2:8][CH2:9]1)[CH2:10][CH2:11]2.[Na+:2].[O:35]=[CH:36][N:37]([CH3:38])[CH3:39].[OH2:34]>>[Cl-:3].[N+:4]12([CH3:33])[CH2:5][CH:6]([NH:12][C:13](=[O:14])[c:15]3[o:16][c:17]4[c:18]([cH:19]3)[cH:20][cH:21][cH:22][c:23]4-[c:24]3[c:25]([O:30][CH3:31])[cH:26][cH:27][cH:28][cH:29]3)[CH:7]([CH2:8][CH2:9]1)[CH2:10][CH2:11]2.